Dataset: the Open Reaction Database (ORD), a public repository of structured organic reaction records. Task: describe an organic reaction: reactants, conditions, products, and yield The reactants are Cl\C(\C(=O)OCC)=N/O ((Z)-ethyl 2-chloro-2-(hydroxyimino)acetate), C(#C)C1=CC=CC=C1 (ethynylbenzene). Reagents/catalysts: C(C)N(CC)CC (triethylamine). Run in CCOCC (ether), CCOCC (ether). Run at time 2 hour. Product: C1(=CC=CC=C1)C1=CC(=NO1)C(=O)OCC (ethyl 5-phenylisoxazole-3-carboxylate). Yield: 70.5%. As a reaction SMILES: Cl/[C:2](=[N:8]\[OH:9])/[C:3]([O:5][CH2:6][CH3:7])=[O:4].[C:10]([C:12]1[CH:17]=[CH:16][CH:15]=[CH:14][CH:13]=1)#[CH:11]>CCOCC.C(N(CC)CC)C>[C:12]1([C:10]2[O:9][N:8]=[C:2]([C:3]([O:5][CH2:6][CH3:7])=[O:4])[CH:11]=2)[CH:17]=[CH:16][CH:15]=[CH:14][CH:13]=1. Reported procedure: To a mixture of (Z)-ethyl 2-chloro-2-(hydroxyimino)acetate (3.03 g, 20 mmol) and ethynylbenzene (4.39 mL, 40 mmol) in ether (80 mL) at room temperature was added a solution of triethylamine (5.58 mL, 40 0 mmol) in ether (20 mL) dropwise over 60 minutes. The reaction mixture was stirred for 2 h at room temperature. The reaction mixture was filtered, and the filtrate was concentrated to a yellow oil which was purified by flash silica gel chromatography using a mixture of ethyl acetate in hexane (0...